From a dataset of the Open Reaction Database (ORD), a public repository of structured organic reaction records. describe an organic reaction: reactants, conditions, products, and yield Reactants: C(COCCOCCOCCO)O (Tetraethyleneglycol), N#N (N2), BrCCCCC (bromopentane), N#N (N2), [OH-].[Na+] (NaOH), ice water. Reaction conditions: temperature 60 celsius. Yields the product C(CCCC)OCCOCCOCCOCCO (TETRAETHYLENEGLYCOL MONOPENTYL ETHER). RXN SMILES: [CH2:1]([OH:13])[CH2:2][O:3][CH2:4][CH2:5][O:6][CH2:7][CH2:8][O:9][CH2:10][CH2:11][OH:12].N#N.[OH-].[Na+].Br[CH2:19][CH2:20][CH2:21][CH2:22][CH3:23]>>[CH2:19]([O:12][CH2:11][CH2:10][O:9][CH2:8][CH2:7][O:6][CH2:5][CH2:4][O:3][CH2:2][CH2:1][OH:13])[CH2:20][CH2:21][CH2:22][CH3:23] |f:2.3|. Procedure details: Tetraethyleneglycol (1087 g, 5.60 mol) was heated at 100° C. for 30 min with stirring and vigorous N2 bubbling, then cooled to 60° C. A 50% NaOH solution (61.6 g, 0.77 mol) was added and the resulting solution was heated at 100°-105° C. for 30 min with N2 bubbling. The solution was cooled to 60° C., bromopentane (106 g, 0.70 mol) was added, and the reaction was heated at 100°-110° C. for 24 hr. The reaction solution was cooled, added to ice water and extracted twice with methylene chloride. The ... The reagents and catalysts are C[O-].[Na+] (sodium methoxide). Procedure details: A mixture of 12.8 parts of ethyl 4-(phenylmethoxy)benzoate, 180 parts of benzene and 5 drops of a sodium methoxide solution 30% was stirred and refluxed using a water separator. 10.8 Parts of cyclopropanemethanol in 90 parts of benzene was added dropwise during a period of 1 hour. Upon complete addition, stirring was continued for 4 hours at reflux. After cooling, the whole was washed with water, the organic layer was dried, filtered and evaporated, yielding 14 parts (100%) of (cyclopropylmethyl... As a reaction SMILES: [C:1]1([CH2:7][O:8][C:9]2[CH:19]=[CH:18][C:12]([C:13]([O:15][CH2:16][CH3:17])=[O:14])=[CH:11][CH:10]=2)[CH:6]=[CH:5][CH:4]=[CH:3][CH:2]=1.O.[CH:21]1(CO)C[CH2:22]1>C[O-].[Na+].C1C=CC=CC=1>[C:1]1([CH2:7][O:8][C:9]2[CH:10]=[CH:11][C:12]([C:13]([O:15][CH2:16][CH:17]3[CH2:22][CH2:21]3)=[O:14])=[CH:18][CH:19]=2)[CH:2]=[CH:3][CH:4]=[CH:5][CH:6]=1 |f:3.4|. The reactants are O (water), 12.8, C1(=CC=CC=C1)COC1=CC=C(C(=O)OCC)C=C1 (ethyl 4-(phenylmethoxy)benzoate), C1(CC1)CO (cyclopropanemethanol). Product: 14, C1(=CC=CC=C1)COC1=CC=C(C(=O)OCC2CC2)C=C1 ((cyclopropylmethyl) 4-(phenylmethoxy)benzoate). The solvent is C1=CC=CC=C1 (benzene), C1=CC=CC=C1 (benzene). The yield is 100.0%. Reaction conditions: time 4 hour. Starting materials: Example 1 ( 1 ), C1(CC1)N1C=C(C(C2=C(C(=C(C(=C12)F)F)F)NC(=O)OCC)=O)C(=O)OCC (ethyl 1-cyclopropyl-5-ethoxycarbonylamino-6,7,8-trifluoro-1,4-dihydro-4-oxoquinoline-3-carboxylate), CC1NCCNC1 (2-methylpiperazine). The product is C1(CC1)N1C=C(C(C2=C(C(=C(C(=C12)F)N1CC(NCC1)C)F)NC(=O)OCC)=O)C(=O)OCC (ethyl 1-cyclopropyl-5-ethoxycarbonylamino-6,8-difluoro-7-(3-methyl-1-piperazinyl)-1,4-dihydro-4-oxoquinoline-3-carboxylate). Reaction SMILES: [CH:1]1([N:4]2[C:13]3[C:8](=[C:9]([NH:17][C:18]([O:20][CH2:21][CH3:22])=[O:19])[C:10]([F:16])=[C:11](F)[C:12]=3[F:14])[C:7](=[O:23])[C:6]([C:24]([O:26][CH2:27][CH3:28])=[O:25])=[CH:5]2)[CH2:3][CH2:2]1.[CH3:29][CH:30]1[CH2:35][NH:34][CH2:33][CH2:32][NH:31]1>>[CH:1]1([N:4]2[C:13]3[C:8](=[C:9]([NH:17][C:18]([O:20][CH2:21][CH3:22])=[O:19])[C:10]([F:16])=[C:11]([N:34]4[CH2:33][CH2:32][NH:31][CH:30]([CH3:29])[CH2:35]4)[C:12]=3[F:14])[C:7](=[O:23])[C:6]([C:24]([O:26][CH2:27][CH3:28])=[O:25])=[CH:5]2)[CH2:2][CH2:3]1. Procedure details: In the same manner as described in Example 1 (1), ethyl 1-cyclopropyl-5-ethoxycarbonylamino-6,7,8-trifluoro-1,4-dihydro-4-oxoquinoline-3-carboxylate (m.p. 189°-190° C.) was allowed to react with 2-methylpiperazine to give ethyl 1-cyclopropyl-5-ethoxycarbonylamino-6,8-difluoro-7-(3-methyl-1-piperazinyl)-1,4-dihydro-4-oxoquinoline-3-carboxylate. Reactants: C1CCOC1, CN(C)CCCN, Cc1ccc(C(=O)Nc2ccc(F)cc2)cc1-c1nc(S(C)=O)nc2c1CNC(=O)N2c1c(F)cccc1F. Yields the product Cc1ccc(C(=O)Nc2ccc(F)cc2)cc1-c1nc(NCCCN(C)C)nc2c1CNC(=O)N2c1c(F)cccc1F. As a reaction SMILES: [CH2:47]1[O:48][CH2:49][CH2:50][CH2:51]1.[CH3:40][N:41]([CH2:42][CH2:43][CH2:44][NH2:45])[CH3:46].[F:1][c:2]1[c:3]([N:9]2[C:10](=[O:39])[NH:11][CH2:12][c:13]3[c:14]2[n:15][c:16]([S:36]([CH3:37])=[O:38])[n:17][c:18]3-[c:19]2[cH:20][c:21]([C:22](=[O:23])[NH:24][c:25]3[cH:26][cH:27][c:28]([F:31])[cH:29][cH:30]3)[cH:32][cH:33][c:34]2[CH3:35])[c:4]([F:8])[cH:5][cH:6][cH:7]1>>[F:1][c:2]1[c:3]([N:9]2[C:10](=[O:39])[NH:11][CH2:12][c:13]3[c:14]2[n:15][c:16]([NH:45][CH2:44][CH2:43][CH2:42][N:41]([CH3:40])[CH3:46])[n:17][c:18]3-[c:19]2[cH:20][c:21]([C:22](=[O:23])[NH:24][c:25]3[cH:26][cH:27][c:28]([F:31])[cH:29][cH:30]3)[cH:32][cH:33][c:34]2[CH3:35])[c:4]([F:8])[cH:5][cH:6][cH:7]1. Reactants: CC(C)CNCC(C)C, CN(C)C=O, O=C1c2c(Cl)cccc2-n2cnc(-c3noc(CCl)n3)c2C2CCN12. Product: CC(C)CN(Cc1nc(-c2ncn3c2C2CCN2C(=O)c2c(Cl)cccc2-3)no1)CC(C)C. As a reaction SMILES: [CH2:26]([CH:27]([CH3:28])[CH3:29])[NH:30][CH2:31][CH:32]([CH3:33])[CH3:34].[CH3:35][N:36]([CH3:37])[CH:38]=[O:39].[Cl:1][c:2]1[cH:3][cH:4][cH:5][c:6]2[c:7]1[C:8](=[O:25])[N:9]1[CH:10]([c:11]3[n:12]-2[cH:13][n:14][c:15]3-[c:16]2[n:17][o:18][c:19]([CH2:21][Cl:22])[n:20]2)[CH2:23][CH2:24]1>>[Cl:1][c:2]1[cH:3][cH:4][cH:5][c:6]2[c:7]1[C:8](=[O:25])[N:9]1[CH:10]([c:11]3[n:12]-2[cH:13][n:14][c:15]3-[c:16]2[n:17][o:18][c:19]([CH2:21][N:30]([CH2:26][CH:27]([CH3:28])[CH3:29])[CH2:31][CH:32]([CH3:33])[CH3:34])[n:20]2)[CH2:23][CH2:24]1. Starting materials: C1=CC2=C(N=C1)N(N=N2)O (HOAt), C(CCl)Cl (EDC), Cl.Cl.ClC=1NC(=C(C(N1)=NN)F)NCC1=CSC=C1 (2-Chloro-5-fluoro-6-[(3-thienylmethyl)amino]-4(1H)-pyrimidinone hydrazone dihydrochloride), C(C)(C)NC(C)C.C1(CCCC1)C[C@@H](C(=O)O)CN(OC1OCCCC1)C=O ((2R)-3-cyclopentyl-2-{[formyl(tetrahydro-2H-pyran-2-yloxy)amino]methyl}propanoic acid diisopropyl amine salt), CN1CCOCC1 (NMM). Run in CN(C)C=O (DMF). Reaction conditions: time 8 hour. The product is ClC1=NC(=C(C(=N1)NNC([C@@H](CN(C=O)OC1OCCCC1)CC1CCCC1)=O)F)NCC1=CSC=C1 ([(2R)-3-(2-{2-chloro-5-fluoro-6-[(3-thienylmethyl)amino]-4-pyrimidinyl}hydrazino)-2-(cyclopentylmethyl)-3-oxopropyl](tetrahydro-2H-pyran-2-yloxy)formamide). RXN SMILES: Cl.Cl.[Cl:3][C:4]1[NH:5][C:6]([NH:13][CH2:14][C:15]2[CH:19]=[CH:18][S:17][CH:16]=2)=[C:7]([F:12])[C:8](=[N:10][NH2:11])[N:9]=1.C(NC(C)C)(C)C.[CH:27]1([CH2:32][C@H:33]([CH2:37][N:38]([CH:46]=[O:47])[O:39][CH:40]2[CH2:45][CH2:44][CH2:43][CH2:42][O:41]2)[C:34](O)=[O:35])[CH2:31][CH2:30][CH2:29][CH2:28]1.CN1CCOCC1.C1C=NC2N(O)N=NC=2C=1.C(Cl)CCl>CN(C=O)C>[Cl:3][C:4]1[N:9]=[C:8]([NH:10][NH:11][C:34](=[O:35])[C@H:33]([CH2:32][CH:27]2[CH2:28][CH2:29][CH2:30][CH2:31]2)[CH2:37][N:38]([O:39][CH:40]2[CH2:45][CH2:44][CH2:43][CH2:42][O:41]2)[CH:46]=[O:47])[C:7]([F:12])=[C:6]([NH:13][CH2:14][C:15]2[CH:19]=[CH:18][S:17][CH:16]=2)[N:5]=1 |f:0.1.2,3.4|. Reported procedure: 2-Chloro-5-fluoro-6-[(3-thienylmethyl)amino]-4(1H)-pyrimidinone hydrazone dihydrochloride (1.0828 g) and (2R)-3-cyclopentyl-2-{[formyl(tetrahydro-2H-pyran-2-yloxy)amino]methyl}propanoic acid diisopropyl amine salt form (1.63 g, 3.8 mmol) were dissolved in DMF (9 mL). NMM (2.1 mL, 19.1 mmol) was added, followed by HOAt (0.512 g, 3.76 mmol) and EDC (0.722 g, 3.77 mmol). After stirring overnight, the reaction mixture was purified by RP-HPLC to provide [(2R)-3-(2-{2-chloro-5-fluoro-6-[(3-thienylmeth... Reactants: O=C1CCC(=O)N1Br, O=C(OOC(=O)c1ccccc1)c1ccccc1, ClC(Cl)(Cl)Cl, CSc1nc(N)nc(-c2ccc(C)o2)c1C#N. Yields the product CSc1nc(N)nc(-c2ccc(CBr)o2)c1C#N. RXN SMILES: [Br:18][N:19]1[C:20](=[O:21])[CH2:22][CH2:23][C:24]1=[O:25].[C:26]([O:27][O:28][C:29](=[O:30])[c:31]1[cH:32][cH:33][cH:34][cH:35][cH:36]1)(=[O:37])[c:38]1[cH:39][cH:40][cH:41][cH:42][cH:43]1.[C:44]([Cl:45])([Cl:46])([Cl:47])[Cl:48].[NH2:1][c:2]1[n:3][c:4]([S:16][CH3:17])[c:5]([C:14]#[N:15])[c:6](-[c:8]2[o:9][c:10]([CH3:13])[cH:11][cH:12]2)[n:7]1>>[NH2:1][c:2]1[n:3][c:4]([S:16][CH3:17])[c:5]([C:14]#[N:15])[c:6](-[c:8]2[o:9][c:10]([CH2:13][Br:18])[cH:11][cH:12]2)[n:7]1. Reactants: ClC1=C(N)C=C(C=C1)[N+](=O)[O-] (2-chloro-5-nitroaniline), C(C1=CC=CC=C1)(=O)Cl (benzoyl chloride). The product is ClC1=C(C=C(C=C1)[N+](=O)[O-])NC(C1=CC=CC=C1)=O (N-(2-chloro-5-nitrophenyl)benzamide). As a reaction SMILES: [Cl:1][C:2]1[CH:8]=[CH:7][C:6]([N+:9]([O-:11])=[O:10])=[CH:5][C:3]=1[NH2:4].[C:12](Cl)(=[O:19])[C:13]1[CH:18]=[CH:17][CH:16]=[CH:15][CH:14]=1>>[Cl:1][C:2]1[CH:8]=[CH:7][C:6]([N+:9]([O-:11])=[O:10])=[CH:5][C:3]=1[NH:4][C:12](=[O:19])[C:13]1[CH:18]=[CH:17][CH:16]=[CH:15][CH:14]=1. Reported procedure: 2-chloro-5-nitroaniline (Aldrich), (10.0 mmol) was used in general procedure 1 with benzoyl chloride (12.2 mmol). The product was purified by silica gel chromatography (40% EtOAc/Hex) to give N-(2-chloro-5-nitrophenyl)benzamide as a tan solid. MS (Q1) 276.1 (M)+ The reactants are FC1=CC=C(C=C1)C=1C(C(=CNC1)C(=O)OCC)=O (Ethyl 5-(4-fluorophenyl)-4-oxo-1,4-dihydropyridine-3-carboxylate), Cl (hydrochloric acid), C([O-])([O-])=O.[Cs+].[Cs+] (Cesium carbonate), Br.BrCCN(CC)CC (2-bromo-N,N-diethylethylamine hydrobromide). The solvent is CN(C)C=O (DMF). Reaction conditions: temperature 50 celsius, time 6 hour. The product is C(C)N(CCN1C=C(C(C(=C1)C1=CC=C(C=C1)F)=O)C(=O)OCC)CC (Ethyl 1-[2-(diethylamino)ethyl]-5-(4-fluorophenyl)-4-oxo-1,4-dihydropyridine-3-carboxylate). Isolated yield 23.9%. As a reaction SMILES: [F:1][C:2]1[CH:7]=[CH:6][C:5]([C:8]2[C:9](=[O:19])[C:10]([C:14]([O:16][CH2:17][CH3:18])=[O:15])=[CH:11][NH:12][CH:13]=2)=[CH:4][CH:3]=1.C(=O)([O-])[O-].[Cs+].[Cs+].Br.Br[CH2:28][CH2:29][N:30]([CH2:33][CH3:34])[CH2:31][CH3:32].Cl>CN(C=O)C>[CH2:29]([N:30]([CH2:33][CH3:34])[CH2:31][CH2:32][N:12]1[CH:13]=[C:8]([C:5]2[CH:4]=[CH:3][C:2]([F:1])=[CH:7][CH:6]=2)[C:9](=[O:19])[C:10]([C:14]([O:16][CH2:17][CH3:18])=[O:15])=[CH:11]1)[CH3:28] |f:1.2.3,4.5|. Procedure: Ethyl 5-(4-fluorophenyl)-4-oxo-1,4-dihydropyridine-3-carboxylate (270 mg) was suspended in DMF (3.0 ml). Cesium carbonate (1180 mg) and 2-bromo-N,N-diethylethylamine hydrobromide (405 mg) were added sequentially, and the mixture was stirred at 50° C. for six hours. A 1 N aqueous hydrochloric acid solution was added under ice cooling, and the insoluble matter was then removed by filtration through celite. After extraction with ethyl acetate, the organic layer was washed with water and brine and t...